Dataset: the Open Reaction Database (ORD), a public repository of structured organic reaction records. Task: describe an organic reaction: reactants, conditions, products, and yield Starting materials: C1=COCC1, CCC(C)=O, O=c1[nH]cc(F)c(=O)[nH]1. Product: O=c1[nH]c(=O)n(C2CCCO2)cc1F. RXN SMILES: [CH2:10]1[CH2:11][CH:12]=[CH:13][O:14]1.[CH2:15]([C:16]([CH3:17])=[O:18])[CH3:19].[F:1][c:2]1[c:3](=[O:9])[nH:4][c:5](=[O:8])[nH:6][cH:7]1>>[F:1][c:2]1[c:3](=[O:9])[nH:4][c:5](=[O:8])[n:6]([CH:13]2[CH2:12][CH2:11][CH2:10][O:14]2)[cH:7]1. Reactants: ClC1=CC(=C(C(=O)NCCN2CCN(CC2)C(=O)OC(C)(C)C)C=C1)OCC(=O)N(C)C (tert-Butyl 4-[2-({4-chloro-2-[2-(dimethylamino)-2-oxoethoxy]benzoyl}amino)ethyl]-1-piperazinecarboxylate), FC(C(=O)O)(F)F (trifluoroacetic acid). The solvent is ClCCl (dichloromethane). Product: FC(C(=O)O)(F)F.ClC1=CC(=C(C(=O)NCCN2CCNCC2)C=C1)OCC(=O)N(C)C (4-Chloro-2-[2-(dimethylamino)-2-oxoethoxy]-N-[2-(1-piperazinyl)ethyl]benzamide trifluoroacetate). As a reaction SMILES: [Cl:1][C:2]1[CH:25]=[CH:24][C:5]([C:6]([NH:8][CH2:9][CH2:10][N:11]2[CH2:16][CH2:15][N:14](C(OC(C)(C)C)=O)[CH2:13][CH2:12]2)=[O:7])=[C:4]([O:26][CH2:27][C:28]([N:30]([CH3:32])[CH3:31])=[O:29])[CH:3]=1.[F:33][C:34]([F:39])([F:38])[C:35]([OH:37])=[O:36]>ClCCl>[F:33][C:34]([F:39])([F:38])[C:35]([OH:37])=[O:36].[Cl:1][C:2]1[CH:25]=[CH:24][C:5]([C:6]([NH:8][CH2:9][CH2:10][N:11]2[CH2:12][CH2:13][NH:14][CH2:15][CH2:16]2)=[O:7])=[C:4]([O:26][CH2:27][C:28]([N:30]([CH3:32])[CH3:31])=[O:29])[CH:3]=1 |f:3.4|. Procedure: The product of step (c) (0.55 g) was dissolved in dichloromethane (15 ml) and trifluoroacetic acid (3 ml) added. After 1 hour the solvent was evaporated and the product obtained as a solid (0.9 g), m.p. 120-122° C. The reactants are C(C)(C)(C)OC(=O)N1[C@@H](CC(C1)=NOC)C(=O)O ((2S,4EZ)-1-(tert-butoxycarbonyl)-4-(methoxyimino)-2-pyrrolidinecarboxylic acid), C1(=CC=C(C=C1)C(=O)Cl)C1=CC=CC=C1 ([1,1′-biphenyl]-4-carbonyl chloride), NCC(=O)N (2-aminoacetamide). The product is NC(CNC(=O)[C@H]1N(CC(C1)=NOC)C(=O)C1=CC=C(C=C1)C1=CC=CC=C1)=O ((2S,4EZ)-N-(2-amino-2-oxoethyl)-1-([1,1′-biphenyl]-4-ylcarbonyl)-4-(methoxyimino)-2-pyrrolidinecarboxamide). Reaction SMILES: C(O[C:6]([N:8]1[CH2:12][C:11](=[N:13][O:14][CH3:15])[CH2:10][C@H:9]1[C:16]([OH:18])=O)=[O:7])(C)(C)C.[C:19]1([C:28]2[CH:33]=[CH:32][CH:31]=[CH:30][CH:29]=2)[CH:24]=[CH:23][C:22](C(Cl)=O)=[CH:21][CH:20]=1.[NH2:34][CH2:35][C:36]([NH2:38])=[O:37]>>[NH2:38][C:36](=[O:37])[CH2:35][NH:34][C:16]([C@@H:9]1[CH2:10][C:11](=[N:13][O:14][CH3:15])[CH2:12][N:8]1[C:6]([C:31]1[CH:30]=[CH:29][C:28]([C:19]2[CH:20]=[CH:21][CH:22]=[CH:23][CH:24]=2)=[CH:33][CH:32]=1)=[O:7])=[O:18]. Procedure: Following the general method as outlined in Example 22, starting from (2S,4EZ)-1-(tert-butoxycarbonyl)-4-(methoxyimino)-2-pyrrolidinecarboxylic acid, [1,1′-biphenyl]-4-carbonyl chloride, and 2-aminoacetamide, the title compound was obtained in 82% purity by HPLC. MS(ESI+): m/z=395. Reactants: FC1=CC=C(OC2=C(C(=O)O)C=CC=C2)C=C1 (2-(4-fluorophenoxy)benzoic acid), [Na].[H-].COCC[Al+2].[H-] (sodium (2-methoxyethyl)aluminum hydride), [OH-].[Na+] (sodium hydroxide). Run in C1=CC=CC=C1 (benzene), C1=CC=CC=C1 (benzene). Conditions: time 30 minute. The product is FC1=CC=C(OC2=C(CO)C=CC=C2)C=C1 (2-(4-fluorophenoxy)benzyl alcohol). Reaction SMILES: [Na].[H-].COCC[Al+2].[H-].[F:9][C:10]1[CH:25]=[CH:24][C:13]([O:14][C:15]2[CH:23]=[CH:22][CH:21]=[CH:20][C:16]=2[C:17](O)=[O:18])=[CH:12][CH:11]=1.[OH-].[Na+]>C1C=CC=CC=1>[F:9][C:10]1[CH:25]=[CH:24][C:13]([O:14][C:15]2[CH:23]=[CH:22][CH:21]=[CH:20][C:16]=2[CH2:17][OH:18])=[CH:12][CH:11]=1 |f:0.1.2.3,5.6,^1:0|. Procedure: 36.1 mls of 70% sodium-(2-methoxyethyl)aluminum hydride in benzene are added dropwise over a one hour span to a stirring mixture of 15 g of 2-(4-fluorophenoxy)benzoic acid in 150 ml of benzene under nitrogen at ambient temperature. After total addition, the reaction mixture is stirred for an additional 30 minutes and then permitted to stand for 4 days. Thereafter, the reaction mixture is cooled to 0° C. before 100 mls of 10% sodium hydroxide are added with stirring. Following this addition, the ...